describe an organic reaction: reactants, conditions, products, and yield From a dataset of the Open Reaction Database (ORD), a public repository of structured organic reaction records. Starting materials: ClC(C=1OC2=C(C1C)C=C(C=C2)OC)C2CCCCC2 (2-[chloro(cyclohexyl)methyl]-5-methoxy-3-methyl-1-benzofuran), Cl (Hydrochloric acid), C([O-])([O-])=O.[Na+].[Na+] (sodium carbonate), NC1=CC=C(C(=O)OC)C=C1 (methyl 4-aminobenzoate), [I-].[Na+] (sodium iodide), [OH-].[Na+] (sodium hydroxide). The solvent is CN(C=O)C (N,N-dimethylformamide), C(C)O (ethanol), O1CCCC1 (tetrahydrofuran). Reaction conditions: temperature 80 celsius, time 8 hour. Yields the product C1(CCCCC1)C(C=1OC2=C(C1C)C=C(C=C2)OC)NC2=CC=C(C(=O)O)C=C2 (4-{[cyclohexyl(5-methoxy-3-methyl-1-benzofuran-2-yl)methyl]amino}benzoic acid). Yield: 74.3%. RXN SMILES: Cl[CH:2]([CH:15]1[CH2:20][CH2:19][CH2:18][CH2:17][CH2:16]1)[C:3]1[O:4][C:5]2[CH:12]=[CH:11][C:10]([O:13][CH3:14])=[CH:9][C:6]=2[C:7]=1[CH3:8].[NH2:21][C:22]1[CH:31]=[CH:30][C:25]([C:26]([O:28]C)=[O:27])=[CH:24][CH:23]=1.[I-].[Na+].C(=O)([O-])[O-].[Na+].[Na+].Cl.[OH-].[Na+]>C(O)C.O1CCCC1.CN(C)C=O>[CH:15]1([CH:2]([NH:21][C:22]2[CH:31]=[CH:30][C:25]([C:26]([OH:28])=[O:27])=[CH:24][CH:23]=2)[C:3]2[O:4][C:5]3[CH:12]=[CH:11][C:10]([O:13][CH3:14])=[CH:9][C:6]=3[C:7]=2[CH3:8])[CH2:20][CH2:19][CH2:18][CH2:17][CH2:16]1 |f:2.3,4.5.6,8.9|. Reported procedure: To a mixture of 2-[chloro(cyclohexyl)methyl]-5-methoxy-3-methyl-1-benzofuran (748 mg) synthesized in Example A27(4), methyl 4-aminobenzoate (385 mg), sodium iodide (764 mg) and N,N-dimethylformamide (15 mL) was added sodium carbonate (541 mg), and the mixture was stirred at 80° C. overnight. 1N Hydrochloric acid was added to quench the reaction, and the mixture was extracted with ethyl acetate. The extract was washed with saturated brine, dried over magnesium sulfate, and concentrated under redu...